Dataset: the Open Reaction Database (ORD), a public repository of structured organic reaction records. Task: describe an organic reaction: reactants, conditions, products, and yield Starting materials: C1(=CC=CC=C1)OC(NC=1C(=NC(=C(C1)CC)C)OC1=CC=CC=C1)=O (Phenyl-N-(5-ethyl-6-methyl-2-phenoxypyridin-3-yl)carbamate), C(C)(=O)OC=1C=C(C=CC1)N1CCNCC1 (1-(3-acetoxyphenyl)piperazine). The product is C(C)C=1C=C(C(=NC1C)OC1=CC=CC=C1)NC(=O)N1CCN(CC1)C1=CC(=CC=C1)OC(C)=O (1-[(5-ethyl-6-methyl-2-phenoxypyridin-3-yl)aminocarbonyl]-4-(3-acetoxyphenyl)piperazine). The yield is 83.0%. As a reaction SMILES: C1(O[C:8](=[O:26])[NH:9][C:10]2[C:11]([O:19][C:20]3[CH:25]=[CH:24][CH:23]=[CH:22][CH:21]=3)=[N:12][C:13]([CH3:18])=[C:14]([CH2:16][CH3:17])[CH:15]=2)C=CC=CC=1.[C:27]([O:30][C:31]1[CH:32]=[C:33]([N:37]2[CH2:42][CH2:41][NH:40][CH2:39][CH2:38]2)[CH:34]=[CH:35][CH:36]=1)(=[O:29])[CH3:28]>>[CH2:16]([C:14]1[CH:15]=[C:10]([NH:9][C:8]([N:40]2[CH2:39][CH2:38][N:37]([C:33]3[CH:34]=[CH:35][CH:36]=[C:31]([O:30][C:27](=[O:29])[CH3:28])[CH:32]=3)[CH2:42][CH2:41]2)=[O:26])[C:11]([O:19][C:20]2[CH:21]=[CH:22][CH:23]=[CH:24][CH:25]=2)=[N:12][C:13]=1[CH3:18])[CH3:17]. Procedure: Phenyl-N-(5-ethyl-6-methyl-2-phenoxypyridin-3-yl)carbamate and 1-(3-acetoxyphenyl)piperazine were reacted by the same way with the example 1 to obtain the titled compound. The reactants are CC(C)(C)OC(=O)c1ccc(NCCCc2ccccc2)cc1NC(=O)c1ccccc1, O=C(O)C(F)(F)F. The product is O=C(Nc1cc(NCCCc2ccccc2)ccc1C(=O)O)c1ccccc1. As a reaction SMILES: [C:8]([c:9]1[cH:10][cH:11][cH:12][cH:13][cH:14]1)(=[O:15])[NH:16][c:17]1[c:18]([C:19](=[O:20])[O:21][C:22]([CH3:23])([CH3:24])[CH3:25])[cH:26][cH:27][c:28]([NH:30][CH2:31][CH2:32][CH2:33][c:34]2[cH:35][cH:36][cH:37][cH:38][cH:39]2)[cH:29]1.[OH:1][C:2]([C:3]([F:4])([F:5])[F:6])=[O:7]>>[C:8]([c:9]1[cH:10][cH:11][cH:12][cH:13][cH:14]1)(=[O:15])[NH:16][c:17]1[c:18]([C:19](=[O:20])[OH:21])[cH:26][cH:27][c:28]([NH:30][CH2:31][CH2:32][CH2:33][c:34]2[cH:35][cH:36][cH:37][cH:38][cH:39]2)[cH:29]1. The reactants are ClC1=C(C(=CC=C1)Cl)S(=O)(=O)Cl (2,6-dichlorobenzenesulfonyl chloride), NC1=NNC(=C1C1=NC=CC=C1)SCC1=CC(=CC=C1)OC1=CC=C(C=C1)F (3-Amino-4-(2-pyridyl)-5-(3-(4-fluorophenoxy)benzylthio)-(1H)-pyrazole), O (water). The solvent is N1=CC=CC=C1 (pyridine). Run at time 8 hour. Yields the product ClC1=C(C(=CC=C1)Cl)S(=O)(=O)NC1=NNC(=C1C1=NC=CC=C1)SCC1=CC(=CC=C1)OC1=CC=C(C=C1)F (3-(2,6-dichlorophenylsulfonylamino)-4-(2-pyridyl)-5-(3-(4-fluorophenoxy)benzylthio)-(1H)-pyrazole). The yield is 53.7%. RXN SMILES: [NH2:1][C:2]1[C:6]([C:7]2[CH:12]=[CH:11][CH:10]=[CH:9][N:8]=2)=[C:5]([S:13][CH2:14][C:15]2[CH:20]=[CH:19][CH:18]=[C:17]([O:21][C:22]3[CH:27]=[CH:26][C:25]([F:28])=[CH:24][CH:23]=3)[CH:16]=2)[NH:4][N:3]=1.[Cl:29][C:30]1[CH:35]=[CH:34][CH:33]=[C:32]([Cl:36])[C:31]=1[S:37](Cl)(=[O:39])=[O:38].O>N1C=CC=CC=1>[Cl:29][C:30]1[CH:35]=[CH:34][CH:33]=[C:32]([Cl:36])[C:31]=1[S:37]([NH:1][C:2]1[C:6]([C:7]2[CH:12]=[CH:11][CH:10]=[CH:9][N:8]=2)=[C:5]([S:13][CH2:14][C:15]2[CH:20]=[CH:19][CH:18]=[C:17]([O:21][C:22]3[CH:23]=[CH:24][C:25]([F:28])=[CH:26][CH:27]=3)[CH:16]=2)[NH:4][N:3]=1)(=[O:39])=[O:38]. Reported procedure: 3-Amino-4-(2-pyridyl)-5-(3-(4-fluorophenoxy)benzylthio)-(1H)-pyrazole (0.39 g, 0.99 mmol) was dissolved in 5 ml of pyridine. Commercial 2,6-dichlorobenzenesulfonyl chloride (0.26 g, 1.04 mmol) was added and the red solution was stirred overnight at room temperature. The reaction mixture was poured into 50 ml of water and was extracted twice with 100 ml portions of ethyl acetate. The organic layers were washed with water and brine, combined, dried over MgSO4 and concentrated. The crude product wa... Run in C(Cl)Cl (methylene chloride). Reactants: CC=1SC(=C(C1Br)Br)Br (2-methyl-3,4,5-tribromothiophene), 25, CO (methanol), mixture, BrC=1SC(=CC1Br)C (2,3-dibromo-5-methylthiophene), [Sn](Cl)Cl (tin(II) chloride). Product: BrC1=C(SC=C1Br)C (3,4-dibromo-2-methylthiophene), BrC=1SC(=C(C1)Br)C (2,4-dibromo-5-methylthiophene). As a reaction SMILES: CO.[Sn](Cl)Cl.[CH3:6][C:7]1[S:8][C:9]([Br:14])=[C:10]([Br:13])[C:11]=1[Br:12].BrC1SC(C)=CC=1Br>[Cl-].C[N+](C)(C)C.C(Cl)Cl>[Br:12][C:11]1[C:10]([Br:13])=[CH:9][S:8][C:7]=1[CH3:6].[Br:14][C:9]1[S:8][C:7]([CH3:6])=[C:11]([Br:12])[CH:10]=1 |f:4.5|. The reagents and catalysts are [Cl-].C[N+](C)(C)C (tetramethylammonium chloride). Isolated yield 2.7%. Procedure details: A catholyte of 400 ml of methanol, 200 ml of methylene chloride, 1 g of tin(II) chloride, 5 g of tetramethylammonium chloride and 20.4 g of 2-methyl-3,4,5-tribromothiophene were electrolysed in the electrolysis cell 1 at a current density of 25 mA/cm2, a voltage of 3.8 to 2.9 V and a temperature of 30° C. The current consumption was 8.4 Ah. After addition of 500 ml of water to the catholyte, phase separation and removal of the methylene chloride by distillation, 12.98 g of 3,4-dibromo-2-methylth... Starting materials: Cl.C(C)C1(CC=C(CC1)C1=C(C=C(C=C1)OC)N1CCN(CC1)CC1CCOCC1)CC (1-[2-(4,4-diethylcyclohex-1-enyl)-5-methoxyphenyl]-4-(tetrahydropyran-4-ylmethyl)piperazine hydrochloride). The reagents and catalysts are [Pd] (palladium on carbon). Run in CO (methanol). Run at time 13 hour. Product: Cl.C(C)C1(CCC(CC1)C1=C(C=C(C=C1)OC)N1CCN(CC1)CC1CCOCC1)CC (1-[2-(4,4-Diethylcyclohexyl)-5-methoxyphenyl]-4-(tetrahydropyran-4-ylmethyl)piperazine hydrochloride). Yield: 99.6%. Reaction SMILES: [ClH:1].[CH2:2]([C:4]1([CH2:31][CH3:32])[CH2:9][CH2:8][C:7]([C:10]2[CH:15]=[CH:14][C:13]([O:16][CH3:17])=[CH:12][C:11]=2[N:18]2[CH2:23][CH2:22][N:21]([CH2:24][CH:25]3[CH2:30][CH2:29][O:28][CH2:27][CH2:26]3)[CH2:20][CH2:19]2)=[CH:6][CH2:5]1)[CH3:3]>[Pd].CO>[ClH:1].[CH2:31]([C:4]1([CH2:2][CH3:3])[CH2:9][CH2:8][CH:7]([C:10]2[CH:15]=[CH:14][C:13]([O:16][CH3:17])=[CH:12][C:11]=2[N:18]2[CH2:23][CH2:22][N:21]([CH2:24][CH:25]3[CH2:26][CH2:27][O:28][CH2:29][CH2:30]3)[CH2:20][CH2:19]2)[CH2:6][CH2:5]1)[CH3:32] |f:0.1,4.5|. Procedure details: Ten percent of palladium on carbon (100 mg, wet) was added to a solution of 1-[2-(4,4-diethylcyclohex-1-enyl)-5-methoxyphenyl]-4-(tetrahydropyran-4-ylmethyl)piperazine hydrochloride (34 mg) prepared in Example (6g) in methanol (5 mL), and the mixture was stirred for 13 hours under a hydrogen atmosphere at atmospheric pressure and room temperature. The reaction mixture was passed through Celite for filtration, and the filtrate was concentrated under reduced pressure. The residual solid was washed... Starting materials: C(C)(C)(C)OC(NC1(CCC1)C1=CC=C(C=C1)C1=C(OC2=C(C=CC=C2C1=O)Br)C1=CC=CC=C1)=O ({1-[4-(8-bromo-4-oxo-2-phenyl-4H-chromen-3-yl)-phenyl]-cyclobutyl}-carbamic acid tert-butyl ester), C([O-])([O-])=O.[Cs+].[Cs+] (cesium carbonate), N1CCOCC1 (morpholine), C1=CC=C(C=C1)P(C2=CC=CC=C2)C3=C(C4=CC=CC=C4C=C3)C5=C(C=CC6=CC=CC=C65)P(C7=CC=CC=C7)C8=CC=CC=C8 ((S)-BINAP), C([O-])([O-])=O.[Cs+].[Cs+] (cesium carbonate), resultant mixture, N1CCOCC1 (morpholine), C1=CC=C(C=C1)P(C2=CC=CC=C2)C3=C(C4=CC=CC=C4C=C3)C5=C(C=CC6=CC=CC=C65)P(C7=CC=CC=C7)C8=CC=CC=C8 ((S)-BINAP), C([O-])([O-])=O.[Cs+].[Cs+] (cesium carbonate), resultant mixture, N1CCOCC1 (morpholine), C1=CC=C(C=C1)P(C2=CC=CC=C2)C3=C(C4=CC=CC=C4C=C3)C5=C(C=CC6=CC=CC=C65)P(C7=CC=CC=C7)C8=CC=CC=C8 ((S)-BINAP). The reagents and catalysts are C=1C=CC(=CC1)/C=C/C(=O)/C=C/C2=CC=CC=C2.C=1C=CC(=CC1)/C=C/C(=O)/C=C/C2=CC=CC=C2.C=1C=CC(=CC1)/C=C/C(=O)/C=C/C2=CC=CC=C2.[Pd].[Pd] (tris(dibenzylideneacetone)dipalladium(0)), C=1C=CC(=CC1)/C=C/C(=O)/C=C/C2=CC=CC=C2.C=1C=CC(=CC1)/C=C/C(=O)/C=C/C2=CC=CC=C2.C=1C=CC(=CC1)/C=C/C(=O)/C=C/C2=CC=CC=C2.[Pd].[Pd] (tris(dibenzylideneacetone)dipalladium(0)), C=1C=CC(=CC1)/C=C/C(=O)/C=C/C2=CC=CC=C2.C=1C=CC(=CC1)/C=C/C(=O)/C=C/C2=CC=CC=C2.C=1C=CC(=CC1)/C=C/C(=O)/C=C/C2=CC=CC=C2.[Pd].[Pd] (tris(dibenzylideneacetone)dipalladium(0)). The solvent is C1(=CC=CC=C1)C (toluene), CCOC(=O)C (EtOAc). Conditions: temperature 150 celsius. The product is C(C)(C)(C)OC(NC1(CCC1)C1=CC=C(C=C1)C1=C(OC2=C(C=CC=C2C1=O)N1CCOCC1)C1=CC=CC=C1)=O ({1-[4-(8-Morpholin-4-yl-4-oxo-2-phenyl-4H-chromen-3-yl)-phenyl]-cyclobutyl}-carbamic acid tert-butyl ester). Isolated yield 69.6%. Reaction SMILES: [C:1]([O:5][C:6](=[O:36])[NH:7][C:8]1([C:12]2[CH:17]=[CH:16][C:15]([C:18]3[C:27](=[O:28])[C:26]4[C:21](=[C:22](Br)[CH:23]=[CH:24][CH:25]=4)[O:20][C:19]=3[C:30]3[CH:35]=[CH:34][CH:33]=[CH:32][CH:31]=3)=[CH:14][CH:13]=2)[CH2:11][CH2:10][CH2:9]1)([CH3:4])([CH3:3])[CH3:2].[NH:37]1[CH2:42][CH2:41][O:40][CH2:39][CH2:38]1.C1C=CC(P(C2C=CC3C(=CC=CC=3)C=2C2C3C(=CC=CC=3)C=CC=2P(C2C=CC=CC=2)C2C=CC=CC=2)C2C=CC=CC=2)=CC=1.C(=O)([O-])[O-].[Cs+].[Cs+]>C1(C)C=CC=CC=1.CCOC(C)=O.C1C=CC(/C=C/C(/C=C/C2C=CC=CC=2)=O)=CC=1.C1C=CC(/C=C/C(/C=C/C2C=CC=CC=2)=O)=CC=1.C1C=CC(/C=C/C(/C=C/C2C=CC=CC=2)=O)=CC=1.[Pd].[Pd]>[C:1]([O:5][C:6](=[O:36])[NH:7][C:8]1([C:12]2[CH:17]=[CH:16][C:15]([C:18]3[C:27](=[O:28])[C:26]4[C:21](=[C:22]([N:37]5[CH2:42][CH2:41][O:40][CH2:39][CH2:38]5)[CH:23]=[CH:24][CH:25]=4)[O:20][C:19]=3[C:30]3[CH:35]=[CH:34][CH:33]=[CH:32][CH:31]=3)=[CH:14][CH:13]=2)[CH2:11][CH2:10][CH2:9]1)([CH3:4])([CH3:3])[CH3:2] |f:3.4.5,8.9.10.11.12|. Procedure details: {1-[4-(8-bromo-4-oxo-2-phenyl-4H-chromen-3-yl)-phenyl]-cyclobutyl}-carbamic acid tert-butyl ester (50 mg, 0.091 mmol), morpholine (10 μL, 0.11 mmol), tris(dibenzylideneacetone)dipalladium(0) (5 mg, 0.005 mmol), (S)-BINAP (9 mg, 0.015 mmol) and cesium carbonate (42 mg, 0.127 mmol) were suspended in toluene (1 mL) in a microwave vial. The vial was sealed, evacuated and flushed twice with nitrogen. The reaction mixture was heated in a microwave at 150° C. for 1 h. Further morpholine (10 μL, 0.11 mm... Starting materials: C(C)(C)(C)[Si](O[C@@H]1CC(C[C@H](C1)O[Si](C)(C)C(C)(C)C)=CCP(C1=CC=CC=C1)(C1=CC=CC=C1)=O)(C)C ((3R,5R)-[2-[3,5-bis-(t-butyl-dimethyl-silanyloxy)-cyclohexylidene]-ethyl]-diphenyl-phosphine oxide), ice KH2PO4, C[Si](OC(C#CC[C@@H](C)C=1[C@]2(CCCC([C@@H]2CCC1)=O)C)(C)C)(C)C ((4aS,8aR)-5-[(R)-5-trimethylsilanyloxy-1,5-dimethyl-hex-3-ynyl]-4a-methyl-1,2,3,4,4a,7,8,8a-octahydro-naphthalen-1-one), [Li]CCCC (nBuLi). Solvent: C1CCOC1 (THF), C1CCOC1 (THF). Reaction conditions: time 0.75 hour. The product is C(C)(C)(C)[Si](O[C@@H]1CC(C[C@H](C1)O[Si](C)(C)C(C)(C)C)=C\C=C\1/CCC[C@@]2(C(=CCC[C@@H]12)[C@@H](CC#CC(C)(O[Si](C)(C)C)C)C)C)(C)C ((4aS,8aS)-4-{(E)-2-[(3R,5R)-3,5-Bis-(tert-butyl-dimethyl-silanyloxy)-cyclohexylidene]-ethylidene}-8-((R)-1,5-dimethyl-5-trimethylsilanyloxy-hex-3-ynyl)-8a-methyl-1,2,3,4,4a,5,6,8a-octahydro-naphthalene). Reaction SMILES: [C:1]([Si:5]([CH3:38])([CH3:37])[O:6][C@H:7]1[CH2:12][C@H:11]([O:13][Si:14]([C:17]([CH3:20])([CH3:19])[CH3:18])([CH3:16])[CH3:15])[CH2:10][C:9](=[CH:21][CH2:22]P(=O)(C2C=CC=CC=2)C2C=CC=CC=2)[CH2:8]1)([CH3:4])([CH3:3])[CH3:2].[Li]CCCC.[CH3:44][Si:45]([CH3:68])([CH3:67])[O:46][C:47]([CH3:66])([CH3:65])[C:48]#[C:49][CH2:50][C@H:51]([C:53]1[C@:54]2([CH3:64])[C@@H:59]([CH2:60][CH2:61][CH:62]=1)[C:58](=O)[CH2:57][CH2:56][CH2:55]2)[CH3:52]>C1COCC1>[C:1]([Si:5]([CH3:38])([CH3:37])[O:6][C@H:7]1[CH2:12][C@H:11]([O:13][Si:14]([C:17]([CH3:20])([CH3:19])[CH3:18])([CH3:15])[CH3:16])[CH2:10][C:9](=[CH:21]/[CH:22]=[C:58]2\[CH2:57][CH2:56][CH2:55][C@@:54]3([CH3:64])[C@H:59]\2[CH2:60][CH2:61][CH:62]=[C:53]3[C@H:51]([CH3:52])[CH2:50][C:49]#[C:48][C:47]([CH3:66])([O:46][Si:45]([CH3:44])([CH3:68])[CH3:67])[CH3:65])[CH2:8]1)([CH3:2])([CH3:4])[CH3:3]. Procedure details: 511 mg (0.893 mmol) of carefully dried (3R,5R)-[2-[3,5-bis-(t-butyl-dimethyl-silanyloxy)-cyclohexylidene]-ethyl]-diphenyl-phosphine oxide (Tetrahedron Lett. 32, 7663 (1991)) was dissolved in 5 ml of abs. THF and treated at -78° with 0.65 ml of nBuLi (1.55M, hexane). 15 Minutes later, 179 mg (0.496 mmol) of (4aS,8aR)-5-[(R)-5-trimethylsilanyloxy-1,5-dimethyl-hex-3-ynyl]-4a-methyl-1,2,3,4,4a,7,8,8a-octahydro-naphthalen-1-one, dissolved in 0.5 ml of abs. THF, was added to the deep red solution and ... Reactants: CN1CCCC1=O, Fc1ncc(Cl)c(-n2cccn2)c1F, N, O. Yields the product Nc1ncc(Cl)c(-n2cccn2)c1F. Reaction SMILES: [CH3:15][N:16]1[CH2:17][CH2:18][CH2:19][C:20]1=[O:21].[Cl:1][c:2]1[c:3](-[n:10]2[n:11][cH:12][cH:13][cH:14]2)[c:4]([F:9])[c:5]([F:8])[n:6][cH:7]1.[NH3:22].[OH2:23]>>[Cl:1][c:2]1[c:3](-[n:10]2[n:11][cH:12][cH:13][cH:14]2)[c:4]([F:9])[c:5]([NH2:16])[n:6][cH:7]1.